This data is from the Open Reaction Database (ORD), a public repository of structured organic reaction records. The task is: describe an organic reaction: reactants, conditions, products, and yield Reactants: NC1=C2NC(N(C2=NC(=N1)OCCCC)CCCNCCCN1CCOCC1)=O (6-Amino-2-butoxy-9-{3-[(3-morpholin-4-ylpropyl)amino]propyl}-7,9-dihydro-8H-purin-8-one), CS(=O)(=O)C1=CC=C(CBr)C=C1 (4-methylsulphonylbenzyl bromide), C([O-])([O-])=O.[K+].[K+] (potassium carbonate). The solvent is CN(C)C=O (DMF), CO (methanol). Conditions: time 15 hour. Product: NC1=C2NC(N(C2=NC(=N1)OCCCC)CCCN(CCCN1CCOCC1)CC1=CC=C(C=C1)S(=O)(=O)C)=O (6-Amino-2-butoxy-9-{3-[[4-(methylsulfonyl)benzyl] (3-morpholin-4-ylpropyl)amino]propyl}-7,9-dihydro-8H-purin-8-one). RXN SMILES: [NH2:1][C:2]1[N:10]=[C:9]([O:11][CH2:12][CH2:13][CH2:14][CH3:15])[N:8]=[C:7]2[C:3]=1[NH:4][C:5](=[O:29])[N:6]2[CH2:16][CH2:17][CH2:18][NH:19][CH2:20][CH2:21][CH2:22][N:23]1[CH2:28][CH2:27][O:26][CH2:25][CH2:24]1.[CH3:30][S:31]([C:34]1[CH:41]=[CH:40][C:37]([CH2:38]Br)=[CH:36][CH:35]=1)(=[O:33])=[O:32].C(=O)([O-])[O-].[K+].[K+]>CN(C=O)C.CO>[NH2:1][C:2]1[N:10]=[C:9]([O:11][CH2:12][CH2:13][CH2:14][CH3:15])[N:8]=[C:7]2[C:3]=1[NH:4][C:5](=[O:29])[N:6]2[CH2:16][CH2:17][CH2:18][N:19]([CH2:38][C:37]1[CH:36]=[CH:35][C:34]([S:31]([CH3:30])(=[O:33])=[O:32])=[CH:41][CH:40]=1)[CH2:20][CH2:21][CH2:22][N:23]1[CH2:24][CH2:25][O:26][CH2:27][CH2:28]1 |f:2.3.4|. Procedure: The product from example 1 step (viii) (0.1 g), 4-methylsulphonylbenzyl bromide (0.0673 g) and potassium carbonate (0.0373 g) were combined in DMF (1.5 mL) and stirred at RT for 15 hrs. The reaction mixture was diluted with methanol filtered and purified by RPHPLC to give title compound, 0.039 g Product: ClC1=CC=C2C(C(SCC2=C1)C(C(F)(F)F)=O)=O (7-chloro-3-(trifluoroacetyl)isothiochroman-4-one). Starting materials: C[Si](C)(C)[N-][Si](C)(C)C.[Na+] (sodium bistrimethylsilyl amide), Cl (Hydrochloric acid), ClC1=CC=C2C(CSCC2=C1)=O (7-Chloroisothiochroman-4-one), FC(C(=O)C=1NC=CN1)(F)F (Trifluoroacetyl imidazole). Conditions: temperature -78 celsius, time 0.5 hour. Reported procedure: 7-Chloroisothiochroman-4-one from Step 3 (0.3 g, 1.5 mmol) was dissolved in tetrahydrofuran (15 mL) and cooled to -78° C. A solution of sodium bistrimethylsilyl amide (1.5 mL of a 1.0M tetrahydrofuran solution) was added and the reaction stirred for 0.5 hours at -78° C. Trifluoroacetyl imidazole (0.21 mL, 1.8 mmol) was added and the reaction was warmed to room temperature and stirred under a nitrogen atmosphere for 16 hours. 1N Hydrochloric acid (100 mL) was added to the reaction followed by ext... RXN SMILES: [Cl:1][C:2]1[CH:11]=[C:10]2[C:5]([C:6](=[O:12])[CH2:7][S:8][CH2:9]2)=[CH:4][CH:3]=1.C[Si]([N-][Si](C)(C)C)(C)C.[Na+].[F:23][C:24]([F:33])([F:32])[C:25](C1NC=CN=1)=[O:26].Cl>O1CCCC1>[Cl:1][C:2]1[CH:11]=[C:10]2[C:5]([C:6](=[O:12])[CH:7]([C:25](=[O:26])[C:24]([F:33])([F:32])[F:23])[S:8][CH2:9]2)=[CH:4][CH:3]=1 |f:1.2|. Solvent: O1CCCC1 (tetrahydrofuran), O1CCCC1 (tetrahydrofuran). The reactants are C(C)(C)(C)OC(=O)N1CCC(CC1)(F)C=1SC(=CN1)CCl (4-(5-Chloromethyl-thiazol-2-yl)-4-fluoro-piperidine-1-carboxylic acid tert-butyl ester), CS(=O)(=O)C1=CC=C(C=C1)O (4-methanesulfonyl-phenol), C(=O)([O-])[O-].[K+].[K+] (K2CO3). The solvent is CC(=O)C (acetone). Yields the product C(C)(C)(C)OC(=O)N1CCC(CC1)(C=1SC(=CN1)COC1=CC=C(C=C1)S(=O)(=O)C)F (4-Fluoro-4-[5-(4-methanesulfonyl-phenoxymethyl)-thiazol-2-yl]-piperidine-1-carboxylic acid tert-butyl ester). Reaction SMILES: [C:1]([O:5][C:6]([N:8]1[CH2:13][CH2:12][C:11]([C:15]2[S:16][C:17]([CH2:20]Cl)=[CH:18][N:19]=2)([F:14])[CH2:10][CH2:9]1)=[O:7])([CH3:4])([CH3:3])[CH3:2].[CH3:22][S:23]([C:26]1[CH:31]=[CH:30][C:29]([OH:32])=[CH:28][CH:27]=1)(=[O:25])=[O:24].C([O-])([O-])=O.[K+].[K+]>CC(C)=O>[C:1]([O:5][C:6]([N:8]1[CH2:13][CH2:12][C:11]([F:14])([C:15]2[S:16][C:17]([CH2:20][O:32][C:29]3[CH:28]=[CH:27][C:26]([S:23]([CH3:22])(=[O:25])=[O:24])=[CH:31][CH:30]=3)=[CH:18][N:19]=2)[CH2:10][CH2:9]1)=[O:7])([CH3:4])([CH3:3])[CH3:2] |f:2.3.4|. Procedure details: A mixture of 4-(5-Chloromethyl-thiazol-2-yl)-4-fluoro-piperidine-1-carboxylic acid tert-butyl ester (1.42 g, 4.24 mmol), 4-methanesulfonyl-phenol (731 mg, 1.0 eq.) and K2CO3 (878 mg, 1.5 eq.) in acetone (30 mL) was heated to reflux overnight. After cooling, the solid was filtered off through a pad of celite. The filtrate was concentrated in vacuo. The crude product was purified on silica gel (EtOAc:hexanes=1:1) to afford the desired product as a white solid. 1H NMR (CDCl3): δ 7.86 (2H, d, J=9.2 ... Starting materials: BrC=1C=NC=2N(C1)N=C(C2)C(=O)O (6-bromo-pyrazolo[1,5-a]pyrimidine-2-carboxylic acid), BrC1=C2CCNC(C2=CC=C1)C (5-Bromo-1-methyl-1,2,3,4-tetrahydro-isoquinoline). Product: BrC1=C2CCN(C(C2=CC=C1)C)C(=O)C1=NN2C(N=CC(=C2)Br)=C1 ((5-Bromo-1-methyl-3,4-dihydro-1H-isoquinolin-2-yl)-(6-bromo-pyrazolo[1,5-a]pyrimidin-2-yl)-methanone). As a reaction SMILES: [Br:1][C:2]1[CH:3]=[N:4][C:5]2[N:6]([N:8]=[C:9]([C:11]([OH:13])=O)[CH:10]=2)[CH:7]=1.[Br:14][C:15]1[CH:24]=[CH:23][CH:22]=[C:21]2[C:16]=1[CH2:17][CH2:18][NH:19][CH:20]2[CH3:25]>>[Br:14][C:15]1[CH:24]=[CH:23][CH:22]=[C:21]2[C:16]=1[CH2:17][CH2:18][N:19]([C:11]([C:9]1[CH:10]=[C:5]3[N:4]=[CH:3][C:2]([Br:1])=[CH:7][N:6]3[N:8]=1)=[O:13])[CH:20]2[CH3:25]. Procedure details: In close analogy to the procedure described in Example 1, 6-bromo-pyrazolo[1,5-a]pyrimidine-2-carboxylic acid is reacted with 5-Bromo-1-methyl-1,2,3,4-tetrahydro-isoquinoline to provide the title compound in moderate yield. Reactants: FC(OC1=CC=C(C=C1)CC(=O)OCC)(F)F (ethyl 2-(4-(trifluoromethoxy)phenyl)acetate), BrN1C(CCC1=O)=O (N-bromosuccinimide). Reagents/catalysts: N(=NC(C#N)(C)C)C(C#N)(C)C (2,2′-azobis(2-methylpropionitrile)). Run in C(Cl)(Cl)(Cl)Cl (carbon tetrachloride). Product: BrC(C(=O)OCC)C1=CC=C(C=C1)OC(F)(F)F (ethyl 2-bromo-2-(4-(trifluoromethoxy)phenyl)acetate). The yield is 103.2%. RXN SMILES: [F:1][C:2]([F:17])([F:16])[O:3][C:4]1[CH:9]=[CH:8][C:7]([CH2:10][C:11]([O:13][CH2:14][CH3:15])=[O:12])=[CH:6][CH:5]=1.[Br:18]N1C(=O)CCC1=O>C(Cl)(Cl)(Cl)Cl.N(C(C)(C)C#N)=NC(C)(C)C#N>[Br:18][CH:10]([C:7]1[CH:6]=[CH:5][C:4]([O:3][C:2]([F:16])([F:17])[F:1])=[CH:9][CH:8]=1)[C:11]([O:13][CH2:14][CH3:15])=[O:12]. Reported procedure: A mixture of ethyl 2-(4-(trifluoromethoxy)phenyl)acetate (1.99 g, 8.00 mmol), N-bromosuccinimide (NBS) (1.57 g, 8.80 mmol) and 2,2′-azobis(2-methylpropionitrile) (AIBN) (66 mg, 0.400 mmol) in carbon tetrachloride (10 ml) was heated under reflux for 5 hours. The reaction mixture was concentrated in vacuo, diluted with diethyl ether (200 ml), washed with water and brine, dried over MgSO4, filtered and concentrated in vacuo to give ethyl 2-bromo-2-(4-(trifluoromethoxy)phenyl)acetate (65) (2.70 g, q...